From a dataset of the Open Reaction Database (ORD), a public repository of structured organic reaction records. describe an organic reaction: reactants, conditions, products, and yield Reactants: N#Cc1cccnc1Cl, [H-], [Na+], CN(C)C=O, O, CC(C)(C)N1CC(CO)OC1c1ccccc1. Yields the product CC(C)(C)N1CC(COc2ncccc2C#N)OC1c1ccccc1. As a reaction SMILES: [Cl:20][c:21]1[n:22][cH:23][cH:24][cH:25][c:26]1[C:27]#[N:28].[H-:18].[Na+:19].[O:30]=[CH:31][N:32]([CH3:33])[CH3:34].[OH2:29].[c:1]1([CH:7]2[O:8][CH:9]([CH2:16][OH:17])[CH2:10][N:11]2[C:12]([CH3:13])([CH3:14])[CH3:15])[cH:2][cH:3][cH:4][cH:5][cH:6]1>>[c:1]1([CH:7]2[O:8][CH:9]([CH2:16][O:17][c:21]3[n:22][cH:23][cH:24][cH:25][c:26]3[C:27]#[N:28])[CH2:10][N:11]2[C:12]([CH3:13])([CH3:14])[CH3:15])[cH:2][cH:3][cH:4][cH:5][cH:6]1. Starting materials: C#N (hydrogen cyanide), C=CC=C (butadiene), mononitriles, cuprous bromide, S1C=CC=C1 (thiophen), C=CC=C (butadiene). Conditions: time 17 hour. The product is C(CC=CC)#N (3-pentenenitrile), CC(C#N)C=C (2-methyl-3-butene-nitrile). RXN SMILES: S1[CH:5]=[CH:4][CH:3]=[CH:2]1.[CH2:6]=[CH:7][CH:8]=[CH2:9].[CH:10]#[N:11]>>[C:10](#[N:11])[CH2:2][CH:3]=[CH:4][CH3:5].[CH3:6][CH:7]([CH:8]=[CH2:9])[C:10]#[N:11]. Procedure: In an experiment conducted similarly to that in Example 4 except that the reactants were 0.8 g. of anhydrous cuprous bromide, 1 ml. of thiophen, 6.5 g. of butadiene and 5 ml. of hydrogen cyanide, and heating was continued for 17 hours at 100°C the conversion of butadiene to mononitriles was 48%, and 3-pentenenitrile was obtained in a yield of 82.2% and 2-methyl-3-butene-nitrile in a yield of 17.8% calculated on the butadiene converted. The reactants are BrCc1ccccc1, O=C([O-])[O-], C=CCc1ccc2cccnc2c1O, CC(C)=O, CCOCC, [K+], [K+]. Yields the product C=CCc1ccc2cccnc2c1OCc1ccccc1. RXN SMILES: [Br:21][CH2:22][c:23]1[cH:24][cH:25][cH:26][cH:27][cH:28]1.[C:15](=[O:16])([O-:17])[O-:18].[CH2:1]([CH:2]=[CH2:3])[c:4]1[cH:5][cH:6][c:7]2[cH:8][cH:9][cH:10][n:11][c:12]2[c:13]1[OH:14].[CH3:29][C:30](=[O:31])[CH3:32].[CH3:33][CH2:34][O:35][CH2:36][CH3:37].[K+:19].[K+:20]>>[CH2:1]([CH:2]=[CH2:3])[c:4]1[cH:5][cH:6][c:7]2[cH:8][cH:9][cH:10][n:11][c:12]2[c:13]1[O:14][CH2:22][c:23]1[cH:24][cH:25][cH:26][cH:27][cH:28]1. Reactants: B(F)(F)F.CCOCC (boron trifluoride diethyl etherate), C1(CC1)S(=O)(=O)OCCCC (butyl cyclopropanesulfonate), C(CCC)[Li] (n-butyllithium), O1CC1C (epoxypropane), 8. Solvent: C1CCOC1 (THF). Run at time 30 minute. The product is OC(CC1(CC1)S(=O)(=O)OCCCC)C (butyl 1-[2-hydroxypropyl]cyclopropanesulfonate). As a reaction SMILES: [CH:1]1([S:4]([O:7][CH2:8][CH2:9][CH2:10][CH3:11])(=[O:6])=[O:5])[CH2:3][CH2:2]1.C([Li])CCC.[O:17]1[CH:19]([CH3:20])[CH2:18]1.B(F)(F)F.CCOCC>C1COCC1>[OH:17][CH:19]([CH3:20])[CH2:18][C:1]1([S:4]([O:7][CH2:8][CH2:9][CH2:10][CH3:11])(=[O:6])=[O:5])[CH2:3][CH2:2]1 |f:3.4|. Procedure: A solution of butyl cyclopropanesulfonate 2 (1.2 g, 6.7 mmol) in THF (24 mL) was cooled to −78° C. and n-butyllithium (1.6M in n-hexane, 5.0 mL, 8.1 mmol) was added within 5 min. The mixture was stirred for 30 min and epoxypropane derivative 1 or 8 (8.1 mmol) was added followed by addition of boron trifluoride diethyl etherate (0.84 mL, 6.7 mmol). The solution was stirred for 1 h at −78° C., the cooling bath was removed and stirring was continued for 2 additional hours. For aqueous work-up dilut... Reaction SMILES: [Br:12][c:13]1[cH:14][c:15]([OH:16])[cH:17][cH:18][cH:19]1.[Br:1][c:2]1[cH:3][c:4]([O:8][CH2:9][O:10][CH3:11])[cH:5][cH:6][cH:7]1.[C:31]([N:32]([CH2:33][CH2:34][C:35](=[O:36])[N:37]([O:38][CH3:39])[CH3:40])[C:41](=[O:42])[O-:43])([CH3:44])([CH3:45])[CH3:46].[C:47]([CH3:48])([CH3:49])([CH3:50])[O:51][C:52](=[O:53])[NH:54][CH2:55][CH2:56][C:57](=[O:58])[OH:59].[CH2:20]([Li:21])[CH2:22][CH2:23][CH3:24].[CH3:25][CH2:26][CH2:27][CH2:28][CH2:29][CH3:30].[CH3:61][NH:62][O:63][CH3:64].[Cl-:65].[ClH:60].[NH4+:66].[O:67]1[CH2:68][CH2:69][CH2:70][CH2:71]1.[OH2:72]>>[c:2]1([C:57]([CH2:56][CH2:55][NH:54][C:52]([O:51][C:47]([CH3:48])([CH3:49])[CH3:50])=[O:53])=[O:58])[cH:3][c:4]([O:8][CH2:9][O:10][CH3:11])[cH:5][cH:6][cH:7]1. Yields the product COCOc1cccc(C(=O)CCNC(=O)OC(C)(C)C)c1. Starting materials: Oc1cccc(Br)c1, COCOc1cccc(Br)c1, CON(C)C(=O)CCN(C(=O)[O-])C(C)(C)C, CC(C)(C)OC(=O)NCCC(=O)O, [Li]CCCC, CCCCCC, CNOC, [Cl-], Cl, [NH4+], C1CCOC1, O. Product: C(#N)C1=NN(C2=[N+](C=CC=C21)[O-])CCC(C(F)(F)F)(F)F (3-cyano-1-(3,3,4,4,4-pentafluorobutyl)-1H-pyrazolo[3,4-b]pyridine 7-oxide). Conditions: temperature 75 celsius, time 6 hour. As a reaction SMILES: [F:1][C:2]([F:20])([C:16]([F:19])([F:18])[F:17])[CH2:3][CH2:4][N:5]1[C:9]2=[N:10][CH:11]=[CH:12][CH:13]=[C:8]2[C:7]([C:14]#[N:15])=[N:6]1.ClC1C=CC=C(C(OO)=[O:29])C=1>C(O)(=O)C>[C:14]([C:7]1[C:8]2[C:9](=[N+:10]([O-:29])[CH:11]=[CH:12][CH:13]=2)[N:5]([CH2:4][CH2:3][C:2]([F:1])([F:20])[C:16]([F:17])([F:18])[F:19])[N:6]=1)#[N:15]. The reactants are FC(CCN1N=C(C=2C1=NC=CC2)C#N)(C(F)(F)F)F (1-(3,3,4,4,4-pentafluorobutyl)-1H-pyrazolo[3,4-b]pyridine-3-carbonitrile), ClC1=CC(=CC=C1)C(=O)OO (3-chloroperbenzoic acid). Run in C(C)(=O)O (acetic acid). Procedure: 1-(3,3,4,4,4-pentafluorobutyl)-1H-pyrazolo[3,4-b]pyridine-3-carbonitrile, as described in Step D of Example 158 (1.818 g, 6.26 mmol) and 3-chloroperbenzoic acid (7.1 g, 31.68 mmol, 77%) in acetic acid (20 mL) were stirred at 75° C. for 6 hours. The reaction was then evaporated under reduced pressure to remove acetic acid. To the residue was added a mixture of hexane/ethyl acetate (2/1, 200 mL total) and the pH adjusted to 7.0˜7.5 with aq. K2CO3 at 0° C. The water layer was extracted with hexane/... The product is C(C)OC(=O)C1(CC1)C1=CC=C(C=C1)C1=CC=C(C=C1)C1=C(C(=NO1)C)CCC(N([C@@H](C)C1=CC=CC=C1)C)=O (1-[4′-(3-Methyl-4-{2-[methyl-((S)-1-phenyl-ethyl)-carbamoyl]-ethyl}-isoxazol-5-yl)-biphenyl-4-yl]-cyclopropanecarboxylic acid ethyl ester). RXN SMILES: [CH2:1]([O:3][C:4]([C:6]1([C:9]2[CH:14]=[CH:13][C:12]([C:15]3[CH:20]=[CH:19][C:18]([C:21]4[O:25][N:24]=[C:23]([CH3:26])[C:22]=4[CH2:27][CH2:28][C:29](O)=[O:30])=[CH:17][CH:16]=3)=[CH:11][CH:10]=2)[CH2:8][CH2:7]1)=[O:5])[CH3:2].[CH3:32][NH:33][C@H:34]([C:36]1[CH:41]=[CH:40][CH:39]=[CH:38][CH:37]=1)[CH3:35]>>[CH2:1]([O:3][C:4]([C:6]1([C:9]2[CH:14]=[CH:13][C:12]([C:15]3[CH:16]=[CH:17][C:18]([C:21]4[O:25][N:24]=[C:23]([CH3:26])[C:22]=4[CH2:27][CH2:28][C:29](=[O:30])[N:33]([CH3:32])[C@H:34]([C:36]4[CH:41]=[CH:40][CH:39]=[CH:38][CH:37]=4)[CH3:35])=[CH:19][CH:20]=3)=[CH:11][CH:10]=2)[CH2:7][CH2:8]1)=[O:5])[CH3:2]. Procedure details: Prepared according to the procedure described in Example 33, Step 4, using 1-{4′-[4-(2-carboxy-ethyl)-3-methyl-isoxazol-5-yl]-biphenyl-4-yl}-cyclopropanecarboxylic acid ethyl ester and methyl-((S)-1-phenyl-ethyl)-amine. Starting materials: C(C)OC(=O)C1(CC1)C1=CC=C(C=C1)C1=CC=C(C=C1)C1=C(C(=NO1)C)CCC(=O)O (1-{4′-[4-(2-carboxy-ethyl)-3-methyl-isoxazol-5-yl]-biphenyl-4-yl}-cyclopropanecarboxylic acid ethyl ester), CN[C@@H](C)C1=CC=CC=C1 (methyl-((S)-1-phenyl-ethyl)-amine).